Dataset: the Open Reaction Database (ORD), a public repository of structured organic reaction records. Task: describe an organic reaction: reactants, conditions, products, and yield Starting materials: CC1=C(C(=CC(=C1)C=O)C)C1=CC=C(C=C1)C(F)(F)F (2,6-dimethyl-4′-trifluoromethyl-biphenyl-4-carbaldehyde), [BH4-].[Na+] (NaBH4). Solvent: C(C)(=O)OCC (ethyl acetate), CO (MeOH). Reaction conditions: time 2 hour. Yields the product CC1=C(C(=CC(=C1)CO)C)C1=CC=C(C=C1)C(F)(F)F ((2,6-Dimethyl-4′-trifluoromethyl-biphenyl-4-yl)-methanol). Yield: 82.6%. As a reaction SMILES: [CH3:1][C:2]1[CH:7]=[C:6]([CH:8]=[O:9])[CH:5]=[C:4]([CH3:10])[C:3]=1[C:11]1[CH:16]=[CH:15][C:14]([C:17]([F:20])([F:19])[F:18])=[CH:13][CH:12]=1.[BH4-].[Na+]>CO.C(OCC)(=O)C>[CH3:1][C:2]1[CH:7]=[C:6]([CH2:8][OH:9])[CH:5]=[C:4]([CH3:10])[C:3]=1[C:11]1[CH:16]=[CH:15][C:14]([C:17]([F:18])([F:20])[F:19])=[CH:13][CH:12]=1 |f:1.2|. Procedure: To the solution of 2,6-dimethyl-4′-trifluoromethyl-biphenyl-4-carbaldehyde (3.0 g, 10.8 mmol) in MeOH (20 ml) is added NaBH4 (410 mg, 10.8 mmol). The mixture is stirred at room temperature for about 2 h, diluted with ethyl acetate, washed with 1N HCl, water, brine, dried over MgSO4, and concentrated to afford 2.5 g of the titled compound as a white solid. 1H-NMR. Reactants: IC1=C(N=C(S1)NC(C)=O)C (N-(5-iodo-4-methyl-1,3-thiazol-2-yl)acetamide), Intermediate 1, [F-].[K+] (potassium fluoride), CC1(OB(OC1(C)C)C1=CSC=C1)C (3-(4,4,5,5-Tetramethyl-1,3,2-dioxaborolan-2-yl)thiophene). The reagents and catalysts are C1=CC=C(C=C1)P([C-]2C=CC=C2)C3=CC=CC=C3.C1=CC=C(C=C1)P([C-]2C=CC=C2)C3=CC=CC=C3.Cl[Pd]Cl.[Fe+2] (Pd(dppf)Cl2). Solvent: C1(=CC=CC=C1)C (Toluene), CO (MeOH). Reaction conditions: temperature 120 celsius. The product is CC=1N=C(SC1C1=CSC=C1)NC(C)=O (N-[4-methyl-5-(3-thienyl)-1,3-thiazol-2-yl]acetamide). Yield: 66.0%. RXN SMILES: I[C:2]1[S:6][C:5]([NH:7][C:8](=[O:10])[CH3:9])=[N:4][C:3]=1[CH3:11].[F-].[K+].CC1(C)C(C)(C)OB([C:22]2[CH:26]=[CH:25][S:24][CH:23]=2)O1>C1(C)C=CC=CC=1.CO.C1C=CC(P(C2C=CC=CC=2)[C-]2C=CC=C2)=CC=1.C1C=CC(P(C2C=CC=CC=2)[C-]2C=CC=C2)=CC=1.Cl[Pd]Cl.[Fe+2]>[CH3:11][C:3]1[N:4]=[C:5]([NH:7][C:8](=[O:10])[CH3:9])[S:6][C:2]=1[C:22]1[CH:26]=[CH:25][S:24][CH:23]=1 |f:1.2,6.7.8.9|. Procedure: In a microwave tube, N-(5-iodo-4-methyl-1,3-thiazol-2-yl)acetamide, Intermediate 1 (564.2 mg; 2 mmol; 1 eq) and Pd(dppf)Cl2 (73.2 mg; 0.10 mmol; 0.05 eq) are suspended in Toluene (7 ml). A solution of potassium fluoride (464.8 mg; 8 mmol; 4 eq) in MeOH (7 ml) is added. 3-(4,4,5,5-Tetramethyl-1,3,2-dioxaborolan-2-yl)thiophene (630.3 mg; 3 mmol; 1.50 eq) is finally added as a solid. The resulting solution is flushed with argon, the tube is closed and heated under microwave action at 120° C. for 15... The reactants are Cc1c(C(C)O)n(C2CCCC2)c2nc(Cl)ncc12, CCC(CC)n1c(C(C)=O)cc2cnc(Cl)nc21. Yields the product CC(=O)c1c(C)c2cnc(Cl)nc2n1C1CCCC1. Reaction SMILES: [Cl:1][c:2]1[n:3][cH:4][c:5]2[c:6]([n:7]1)[n:8]([CH:15]1[CH2:16][CH2:17][CH2:18][CH2:19]1)[c:9]([CH:12]([CH3:13])[OH:14])[c:10]2[CH3:11].[Cl:20][c:21]1[n:22][cH:23][c:24]2[cH:25][c:26]([C:27](=[O:28])[CH3:29])[n:30]([CH:31]([CH2:32][CH3:33])[CH2:34][CH3:35])[c:36]2[n:37]1>>[Cl:1][c:2]1[n:3][cH:4][c:5]2[c:6]([n:7]1)[n:8]([CH:15]1[CH2:16][CH2:17][CH2:18][CH2:19]1)[c:9]([C:12]([CH3:13])=[O:14])[c:10]2[CH3:11].